From a dataset of the Open Reaction Database (ORD), a public repository of structured organic reaction records. describe an organic reaction: reactants, conditions, products, and yield Starting materials: CC(C(=O)C1=NN(C2=CC(=CC=C12)OC)CC(=O)O)(C)C ([3-(2,2-dimethylpropanoyl)-6-methoxy-1H-indazol-1-yl]acetic acid), C=1C=CC2=C(C1)N=NN2O (HOBt), N-Ethyl-3,3-dimethylbutan-1-lamine hydrochloride, C(CCl)Cl (EDC), CCN(C(C)C)C(C)C (DIEA). Solvent: CN(C)C=O (DMF). Run at time 4 hour. Product: CC(CCN(C(CN1N=C(C2=CC=C(C=C12)OC)C(C(C)(C)C)=O)=O)CC)(C)C (N-(3,3-Dimethylbutyl)-2-[3-(2,2-dimethylpropanoyl)-6-methoxy-1H-indazol-1-yl]-N-ethylacetamide). As a reaction SMILES: [CH3:1][C:2]([CH3:21])([CH3:20])[C:3]([C:5]1[C:13]2[C:8](=[CH:9][C:10]([O:14][CH3:15])=[CH:11][CH:12]=2)[N:7]([CH2:16][C:17]([OH:19])=O)[N:6]=1)=[O:4].C1C=C[C:25]2N(O)N=N[C:26]=2[CH:27]=1.[CH2:32](Cl)CCl.CC[N:38]([CH:42]([CH3:44])C)[CH:39]([CH3:41])C>CN(C=O)C>[CH3:32][C:26]([CH3:25])([CH3:27])[CH2:44][CH2:42][N:38]([CH2:39][CH3:41])[C:17](=[O:19])[CH2:16][N:7]1[C:8]2[C:13](=[CH:12][CH:11]=[C:10]([O:14][CH3:15])[CH:9]=2)[C:5]([C:3](=[O:4])[C:2]([CH3:21])([CH3:20])[CH3:1])=[N:6]1. Reported procedure: To a solution of 29.0 mg [3-(2,2-dimethylpropanoyl)-6-methoxy-1H-indazol-1-yl]acetic acid in 1 mL DMF was added 23.0 mg HOBt, 32.3 mg N-Ethyl-3,3-dimethylbutan-1-lamine hydrochloride from the Step A above, 38.3 mg EDC, and 45.2 mg DIEA in that order. The mixture was stirred at room temperature for four hours and heated at 45° C. over night and purified by RP-HPLC using 70-100% MeCN gradient. The pure product fractions were pooled and lyophilized to give the title compound. LC-MS: 4.29 min. (m/Z=... The reactants are C(C)(C)(C)OC(=O)N1C(C(C(C1C1=CNC2=C1N=CNC2=O)O)O)CO (3,4-dihydroxy-2-hydroxymethyl-5-(4-oxo-4,5-dihydro-3H-pyrrolo[3,2-d]pyrimidin-7-yl)-pyrrolidine-1-carboxylic acid tert-butyl ester), C(C1=CC=CC=C1)(=O)Cl (benzoyl chloride), N1=CC=CC=C1 (pyridine), C(=O)(O)[O-].[Na+] (NaHCO3), C(C)(=O)OCC (ethyl acetate). The reagents and catalysts are CN(C)C=1C=CN=CC1 (DMAP). Run at temperature 55 celsius, time 72 hour. Product: C(C)(C)(C)OC(=O)N1C(C(C(C1C1=CNC2=C1N=CNC2=O)OC(C2=CC=CC=C2)=O)OC(C2=CC=CC=C2)=O)COC(C2=CC=CC=C2)=O (3,4-bis-benzoyloxy-2-benzoyloxymethyl-5-(4-oxo-4,5-dihydro-3H-pyrrolo[3,2-d]pyrimidin-7-yl)-pyrrolidine-1-carboxylic acid tert-butyl ester). The yield is 58.5%. As a reaction SMILES: [C:1]([O:5][C:6]([N:8]1[CH:12]([C:13]2[C:17]3[N:18]=[CH:19][NH:20][C:21](=[O:22])[C:16]=3[NH:15][CH:14]=2)[CH:11]([OH:23])[CH:10]([OH:24])[CH:9]1[CH2:25][OH:26])=[O:7])([CH3:4])([CH3:3])[CH3:2].[C:27](Cl)(=[O:34])[C:28]1[CH:33]=[CH:32][CH:31]=[CH:30][CH:29]=1.[C:36]([O-:39])(O)=O.[Na+].C([O:44][CH2:45][CH3:46])(=O)C.N1[CH:52]=[CH:51][CH:50]=[CH:49][CH:48]=1>CN(C1C=CN=CC=1)C>[C:1]([O:5][C:6]([N:8]1[CH:12]([C:13]2[C:17]3[N:18]=[CH:19][NH:20][C:21](=[O:22])[C:16]=3[NH:15][CH:14]=2)[CH:11]([O:23][C:27](=[O:34])[C:28]2[CH:33]=[CH:32][CH:31]=[CH:30][CH:29]=2)[CH:10]([O:24][C:45](=[O:44])[C:46]2[CH:52]=[CH:51][CH:50]=[CH:49][CH:48]=2)[CH:9]1[CH2:25][O:26][C:36](=[O:39])[C:28]1[CH:33]=[CH:32][CH:31]=[CH:30][CH:29]=1)=[O:7])([CH3:4])([CH3:3])[CH3:2] |f:2.3|. Reported procedure: To a stirred solution of compound 1-2 from step 1 (5.85 g, 16.0 mmol) in pyridine (80 mL) is added benzoyl chloride (13.49 g, 96 mmol) and DMAP (0.05 g, 0.4 mmol) at RT. The reaction mixture is heated to 55° C. and then cooled to RT and stirred for 72 h. The reaction mixture is poured into saturated NaHCO3 (400 mL) and ethyl acetate (250 mL) and stirred for 1.5 h. The reaction mixture is extracted with ethyl acetate (2×1 L) and the combined organic extracts are washed with cold HCl (0.1 N, 400 m... Reactants: Fc1ccc(Br)c(C(F)(F)F)c1, COCCOC, [Na+], [Na+], O=C([O-])[O-], CC1(C)OB(C2=CCN(C(=O)N3CCOc4ccccc43)C2)OC1(C)C, O. Reaction SMILES: [Br:27][c:28]1[c:29]([C:35]([F:36])([F:37])[F:38])[cH:30][c:31]([F:34])[cH:32][cH:33]1.[CH3:46][O:47][CH2:48][CH2:49][O:50][CH3:51].[Na+:39].[Na+:40].[O-:41][C:42](=[O:43])[O-:44].[O:1]1[CH2:2][CH2:3][N:4]([C:11](=[O:12])[N:13]2[CH2:14][C:15]([B:18]3[O:19][C:20]([CH3:21])([CH3:22])[C:23]([CH3:24])([CH3:25])[O:26]3)=[CH:16][CH2:17]2)[c:5]2[c:6]1[cH:7][cH:8][cH:9][cH:10]2.[OH2:45]>>[O:1]1[CH2:2][CH2:3][N:4]([C:11](=[O:12])[N:13]2[CH2:14][C:15]([c:28]3[c:29]([C:35]([F:36])([F:37])[F:38])[cH:30][c:31]([F:34])[cH:32][cH:33]3)=[CH:16][CH2:17]2)[c:5]2[c:6]1[cH:7][cH:8][cH:9][cH:10]2. The product is O=C(N1CC=C(c2ccc(F)cc2C(F)(F)F)C1)N1CCOc2ccccc21. The reactants are C(C)(C)C=1C=C(C(=O)O)C=C(C1OC)C(C)C (3,5-diisopropyl-p-anisic acid), BrC1=CC=C(CC=2OC(=C(C2)C)C)C=C1 (2-(4-bromo-benzyl)-4,5-dimethyl-furan), C(C(=O)Cl)(=O)Cl (oxalyl chloride), [Sn](Cl)(Cl)(Cl)Cl (tin (IV) chloride). The reagents and catalysts are CN(C=O)C (N,N-dimethylformamide). The solvent is C(Cl)Cl (CH2Cl2). Yields the product BrC1=CC=C(CC=2OC(=C(C2C(=O)C2=CC(=C(C(=C2)C(C)C)OC)C(C)C)C)C)C=C1 ([2-(4Bromo-benzyl)-4,5-dimethyl-furan-3-yl]-(3,5-diisopropyl-4-methoxy-phenyl)-methanone). Yield: 77.5%. As a reaction SMILES: [CH:1]([C:4]1[CH:5]=[C:6]([CH:10]=[C:11]([CH:15]([CH3:17])[CH3:16])[C:12]=1[O:13][CH3:14])[C:7]([OH:9])=O)([CH3:3])[CH3:2].C(Cl)(=O)C(Cl)=O.[Sn](Cl)(Cl)(Cl)Cl.[Br:29][C:30]1[CH:43]=[CH:42][C:33]([CH2:34][C:35]2[O:36][C:37]([CH3:41])=[C:38]([CH3:40])[CH:39]=2)=[CH:32][CH:31]=1>CN(C)C=O.C(Cl)Cl>[Br:29][C:30]1[CH:43]=[CH:42][C:33]([CH2:34][C:35]2[O:36][C:37]([CH3:41])=[C:38]([CH3:40])[C:39]=2[C:7]([C:6]2[CH:10]=[C:11]([CH:15]([CH3:17])[CH3:16])[C:12]([O:13][CH3:14])=[C:4]([CH:1]([CH3:2])[CH3:3])[CH:5]=2)=[O:9])=[CH:32][CH:31]=1. Procedure details: The title compound was prepared according to the procedure in Example 5, step 2 using 3,5-diisopropyl-p-anisic acid (1.03 g, 4.35 mmol, RN-117439-59-5), oxalyl chloride (0.417 mL, 4.79 mmol), N,N-dimethylformamide (2 drops), tin (IV) chloride (0.560 mL, 4.79 mmol) and 2-(4-bromo-benzyl)-4,5-dimethyl-furan (1.15 g, 4.35 mmol) in CH2Cl2. Purification on Biotage KP-Sil eluting with 3% EtOAc/pet. ether gave 1.63 g (77%) of the title compound as a yellow clear oil. 1H NMR (DMSO-d6) δ1.16 (d, 12H), 1.... Reactants: ClCCC[Si](OCC)(OCC)OCC ((3-chloropropyl)triethoxysilane), [I-].[Na+] (Sodium iodide), resultant mixture. The solvent is CC(=O)C (acetone). The product is ICCC[Si](OCC)(OCC)OCC ((3-Iodopropyl)triethoxysilane). Yield: 10.0%. RXN SMILES: [I-:1].[Na+].Cl[CH2:4][CH2:5][CH2:6][Si:7]([O:14][CH2:15][CH3:16])([O:11][CH2:12][CH3:13])[O:8][CH2:9][CH3:10]>CC(C)=O>[I:1][CH2:4][CH2:5][CH2:6][Si:7]([O:14][CH2:15][CH3:16])([O:11][CH2:12][CH3:13])[O:8][CH2:9][CH3:10] |f:0.1|. Procedure: Sodium iodide (15 g, 93.325 mmol) was dissolved in acetone and (3-chloropropyl)triethoxysilane (22 mL, 45.63 mmol) was added dropwise. The resultant mixture was shaken at 80° C. for 48 hours in argon. The reaction crude was cooled to room temperature, filtered and the solvent was removed under reduced pressure. A yellowish liquid (28.476 g) containing 90% of iodinated compound and 10% of the chlorinated reagent was obtained. Said liquid was kept for further use without purification.